From a dataset of the Open Reaction Database (ORD), a public repository of structured organic reaction records. describe an organic reaction: reactants, conditions, products, and yield Reactants: ClC=1C=C(C=CC1)[C@@H]1[C@H](O1)CO ([(2R,3R)-3-(3-chlorophenyl)oxiran-2-yl]methanol), N1CCC2=CC=CC=C12 (indoline). Run at time 1.5 hour. Product: ClC=1C=C(C=CC1)[C@@H]([C@@H](CO)O)N1CCC2=CC=CC=C12 ((2S,3S)-3-(3-chlorophenyl)-3-(2,3-dihydro-1H-indol-1-yl)propane-1,2-diol). Isolated yield 73.4%. Reaction SMILES: [Cl:1][C:2]1[CH:3]=[C:4]([C@H:8]2[O:10][C@@H:9]2[CH2:11][OH:12])[CH:5]=[CH:6][CH:7]=1.[NH:13]1[C:21]2[C:16](=[CH:17][CH:18]=[CH:19][CH:20]=2)[CH2:15][CH2:14]1>>[Cl:1][C:2]1[CH:3]=[C:4]([C@H:8]([N:13]2[C:21]3[C:16](=[CH:17][CH:18]=[CH:19][CH:20]=3)[CH2:15][CH2:14]2)[C@H:9]([OH:10])[CH2:11][OH:12])[CH:5]=[CH:6][CH:7]=1. Reported procedure: [(2R,3R)-3-(3-chlorophenyl)oxiran-2-yl]methanol (4.8 g, 26 mmol) and indoline (d 1.063, 2.9 mL, 26 mmol) were heated neat at 135° C. in a sealed flask. After 1.5 hours, the cooled mixture was pre-adsorbed on silica gel (25 g). Flash column chromatography (silica 375 g, 20%, 40%, 80% ethyl acetate/hexanes) provided (2S,3S)-3-(3-chlorophenyl)-3-(2,3-dihydro-1H-indol-1-yl)propane-1,2-diol (5.8 g, 73%) as a white solid. MS (ES) m/z 304 ([M+H]+). Reactants: FC(C1=C(CN2N=CC3=CC(=CC=C23)\C=C/2\C(N(C(S2)=O)CC(=O)O)=O)C=CC(=C1)C(F)(F)F)(F)F ([(5Z)-5-({1-[2,4-Bis(trifluoromethyl)benzyl]-1H-indazol-5-yl}methylidene)-2,4-dioxo-1,3-thiazolidin-3-yl]acetic acid), S(=O)(=O)(N)N (sulfamide). Product: FC(C1=C(CN2N=CC3=CC(=CC=C23)\C=C/2\C(N(C(S2)=O)CC(=O)NS(N)(=O)=O)=O)C=CC(=C1)C(F)(F)F)(F)F (2-[(5Z)-5-({1-[2,4-Bis(trifluoromethyl)benzyl]-1H-indazol-5-yl}methylidene)-2,4-dioxo-1,3-thiazolidin-3-yl]-N-sulfamoylacetamide). Reaction SMILES: [F:1][C:2]([F:36])([F:35])[C:3]1[CH:30]=[C:29]([C:31]([F:34])([F:33])[F:32])[CH:28]=[CH:27][C:4]=1[CH2:5][N:6]1[C:14]2[C:9](=[CH:10][C:11](/[CH:15]=[C:16]3/[C:17](=[O:26])[N:18]([CH2:22][C:23](O)=[O:24])[C:19](=[O:21])[S:20]/3)=[CH:12][CH:13]=2)[CH:8]=[N:7]1.[S:37]([NH2:41])([NH2:40])(=[O:39])=[O:38]>>[F:35][C:2]([F:36])([F:1])[C:3]1[CH:30]=[C:29]([C:31]([F:32])([F:33])[F:34])[CH:28]=[CH:27][C:4]=1[CH2:5][N:6]1[C:14]2[C:9](=[CH:10][C:11](/[CH:15]=[C:16]3/[C:17](=[O:26])[N:18]([CH2:22][C:23]([NH:40][S:37](=[O:39])(=[O:38])[NH2:41])=[O:24])[C:19](=[O:21])[S:20]/3)=[CH:12][CH:13]=2)[CH:8]=[N:7]1. Procedure: 2-[(5Z)-5-({1-[2,4-Bis(trifluoromethyl)benzyl]-1H-indazol-5-yl}methylidene)-2,4-dioxo-1,3-thiazolidin-3-yl]-N-sulfamoylacetamide was prepared from {5-[1-(2,4-bis-trifluoromethylbenzyl)-1H-indazol-5-ylmethylene]-2,4-dioxothiazolidin-3-yl}acetic acid (Example 59) and sulfamide following General Procedure L.